This data is from the Open Reaction Database (ORD), a public repository of structured organic reaction records. The task is: describe an organic reaction: reactants, conditions, products, and yield Reactants: C(C1=CC=CC=C1)OC1=C(C(=[N+](C2=CC=C(C=C12)C)[O-])C)C (4-(Benzyloxy)-2,3,6-trimethylquinoline-1-oxide), C(C)(=O)OC(C)=O (acetic anhydride). Conditions: time 2 hour. The product is C(C)(=O)OCC1=NC2=CC=C(C=C2C(=C1C)OCC1=CC=CC=C1)C ([4-(benzyloxy)-3,6-dimethylquinolin-2-yl]methyl acetate). As a reaction SMILES: [CH2:1]([O:8][C:9]1[C:18]2[C:13](=[CH:14][CH:15]=[C:16]([CH3:19])[CH:17]=2)[N+:12]([O-])=[C:11]([CH3:21])[C:10]=1[CH3:22])[C:2]1[CH:7]=[CH:6][CH:5]=[CH:4][CH:3]=1.[C:23]([O:26]C(=O)C)(=[O:25])[CH3:24]>>[C:23]([O:26][CH2:21][C:11]1[C:10]([CH3:22])=[C:9]([O:8][CH2:1][C:2]2[CH:7]=[CH:6][CH:5]=[CH:4][CH:3]=2)[C:18]2[C:13](=[CH:14][CH:15]=[C:16]([CH3:19])[CH:17]=2)[N:12]=1)(=[O:25])[CH3:24]. Reported procedure: 4-(Benzyloxy)-2,3,6-trimethylquinoline-1-oxide (1.18 g) was dissolved in acetic anhydride (32 mL), followed by stirring at room temperature for 2 hours. After the solvent was evaporated under reduced pressure, water (50 mL) was added to the residue, followed by extraction with ethyl acetate (100 mL). The organic layer was washed sequentially with water and saturated brine, and dried. The solvent was evaporated under reduced pressure, and the residue was purified by silica gel column chromatograp... The reactants are COC(=O)Cn1ncc2cc(-n3ccc4oc(Br)cc4c3=O)ccc21, CS(C)=O, OB(O)c1ccc(Cl)cc1, [K+], [K+], O=C([O-])[O-]. Product: COC(=O)Cn1ncc2cc(-n3ccc4oc(-c5ccc(Cl)cc5)cc4c3=O)ccc21. Reaction SMILES: [CH3:1][O:2][C:3]([CH2:4][n:5]1[n:6][cH:7][c:8]2[cH:9][c:10](-[n:14]3[c:15](=[O:24])[c:16]4[c:17]([cH:18][cH:19]3)[o:20][c:21]([Br:23])[cH:22]4)[cH:11][cH:12][c:13]12)=[O:25].[CH3:42][S:43]([CH3:44])=[O:45].[Cl:26][c:27]1[cH:28][cH:29][c:30]([B:33]([OH:34])[OH:35])[cH:31][cH:32]1.[K+:36].[K+:37].[O-:38][C:39]([O-:40])=[O:41]>>[CH3:1][O:2][C:3]([CH2:4][n:5]1[n:6][cH:7][c:8]2[cH:9][c:10](-[n:14]3[c:15](=[O:24])[c:16]4[c:17]([cH:18][cH:19]3)[o:20][c:21](-[c:30]3[cH:29][cH:28][c:27]([Cl:26])[cH:32][cH:31]3)[cH:22]4)[cH:11][cH:12][c:13]12)=[O:25]. Starting materials: CN(CC1CCC(C(=O)O)CC1)S(=O)(=O)c1ccc(C(F)(F)F)cc1, CNCCN(C)C, ClCCl, O, O=S(Cl)Cl, c1ccncc1. Product: CN(C)CCN(C)C(=O)C1CCC(CN(C)S(=O)(=O)c2ccc(C(F)(F)F)cc2)CC1. As a reaction SMILES: [CH3:1][N:2]([S:3](=[O:4])(=[O:5])[c:6]1[cH:7][cH:8][c:9]([C:12]([F:13])([F:14])[F:15])[cH:10][cH:11]1)[CH2:16][CH:17]1[CH2:18][CH2:19][CH:20]([C:23](=[O:24])[OH:25])[CH2:21][CH2:22]1.[CH3:30][N:31]([CH2:32][CH2:33][NH:34][CH3:35])[CH3:36].[Cl:38][CH2:39][Cl:40].[OH2:37].[S:26]([Cl:27])([Cl:28])=[O:29].[cH:41]1[cH:42][cH:43][n:44][cH:45][cH:46]1>>[CH3:1][N:2]([S:3](=[O:4])(=[O:5])[c:6]1[cH:7][cH:8][c:9]([C:12]([F:13])([F:14])[F:15])[cH:10][cH:11]1)[CH2:16][CH:17]1[CH2:18][CH2:19][CH:20]([C:23](=[O:25])[N:34]([CH2:33][CH2:32][N:31]([CH3:30])[CH3:36])[CH3:35])[CH2:21][CH2:22]1. Starting materials: C(=C)C1=C(C=CC=C1)C=C (divinyl benzen), C=CC1=CC=CC=C1 (styrene), C(C)(CC)[Li] (secondary butyl lithium). Reaction conditions: time 30 minute. Product: C=CC(C)=C (isoprene), C=CC1=CC=CC=C1 (styrene). RXN SMILES: [CH2:1]=[CH:2][C:3]1[CH:8]=CC=C[CH:4]=1.C([Li])(CC)C.[CH:14]([C:16]1[CH:21]=[CH:20][CH:19]=[CH:18][C:17]=1C=C)=[CH2:15]>>[CH2:1]=[CH:2][C:3](=[CH2:4])[CH3:8].[CH2:15]=[CH:14][C:16]1[CH:21]=[CH:20][CH:19]=[CH:18][CH:17]=1. Procedure details: The polymerization was continued for 30 minutes at 70°C. Upon addition of styrene, it appeared that the reaction product of the secondary butyl lithium and divinyl benzen separated out in gel-form and did not go into solution. With the aid of the initiator gelated in this way an A-B-(A)n block copolymer was obtained by successive polymerization isoprene (50 ml) and styrene (10 ml). The properties of the resulting block copolymer are given below: Starting materials: C1=C(C=CC2=CC=CC=C12)S(=O)(=O)Cl (2-Naphthalenesulfonyl chloride), CC1NC2=CC=CC(=C2CC1)N1CCN(CC1)C(=O)OC(C)(C)C (tert-butyl 4-(1,2,3,4-tetrahydro-2-methylquinolin-5-yl)piperazine-1-carboxylate). As a reaction SMILES: [CH:1]1[C:10]2[C:5](=[CH:6][CH:7]=[CH:8][CH:9]=2)[CH:4]=[CH:3][C:2]=1[S:11](Cl)(=[O:13])=[O:12].[CH3:15][CH:16]1[CH2:25][CH2:24][C:23]2[C:18](=[CH:19][CH:20]=[CH:21][C:22]=2[N:26]2[CH2:31][CH2:30][N:29]([C:32]([O:34][C:35]([CH3:38])([CH3:37])[CH3:36])=[O:33])[CH2:28][CH2:27]2)[NH:17]1>N1C=CC=CC=1>[CH3:15][CH:16]1[CH:25]=[CH:24][C:23]2[C:18](=[CH:19][CH:20]=[CH:21][C:22]=2[N:26]2[CH2:27][CH2:28][N:29]([C:32]([O:34][C:35]([CH3:36])([CH3:38])[CH3:37])=[O:33])[CH2:30][CH2:31]2)[N:17]1[S:11]([C:2]1[CH:3]=[CH:4][C:5]2[C:10](=[CH:9][CH:8]=[CH:7][CH:6]=2)[CH:1]=1)(=[O:13])=[O:12]. Run in N1=CC=CC=C1 (pyridine). Product: CC1N(C2=CC=CC(=C2C=C1)N1CCN(CC1)C(=O)OC(C)(C)C)S(=O)(=O)C1=CC2=CC=CC=C2C=C1 (tert-butyl 4-[2-methyl-1-(β-naphthylsulfonyl)quinolin-5-yl]piperazine-1-carboxylate). Reported procedure: 2-Naphthalenesulfonyl chloride (0.33 g, 1.45 mmol) was added to a solution of the tert-butyl 4-(1,2,3,4-tetrahydro-2-methylquinolin-5-yl)piperazine-1-carboxylate prepared in example 7 (0.4 g, 1.2 mmol), in pyridine (3 mL). The resulting mixture was heated under reflux for 3 h. The solvent was evaporated in vacuo and the residue was purified by column chromatography (using CH2Cl2 eluent). Yield: 0.26 g (41.2%). Rf=0.7 (CH2Cl2-acetone 98:2).